The task is: describe an organic reaction: reactants, conditions, products, and yield. This data is from the Open Reaction Database (ORD), a public repository of structured organic reaction records. Reactants: FC1=C(C(=CC(=C1)[N+](=O)[O-])CNC)O (2-Fluoro-6-((methylamino)methyl)-4-nitrophenol), CCN(C(C)C)C(C)C (DIEA), C(C1=CC=CC=C1)OC(=O)ON1C(CCC1=O)=O (N-(benzyloxycarbonyloxy) succinimide). Solvent: CN(C)C=O (DMF). Reaction conditions: time 1 hour. Product: FC=1C(=C(CN(C(OCC2=CC=CC=C2)=O)C)C=C(C1)[N+](=O)[O-])O (Benzyl 3-fluoro-2-hydroxy-5-nitrobenzyl(methyl)carbamate). Yield: 67.3%. Reaction SMILES: [F:1][C:2]1[CH:7]=[C:6]([N+:8]([O-:10])=[O:9])[CH:5]=[C:4]([CH2:11][NH:12][CH3:13])[C:3]=1[OH:14].CCN(C(C)C)C(C)C.[CH2:24]([O:31][C:32]([O:34]N1C(=O)CCC1=O)=O)[C:25]1[CH:30]=[CH:29][CH:28]=[CH:27][CH:26]=1>CN(C=O)C>[F:1][C:2]1[C:3]([OH:14])=[C:4]([CH:5]=[C:6]([N+:8]([O-:10])=[O:9])[CH:7]=1)[CH2:11][N:12]([CH3:13])[C:32](=[O:34])[O:31][CH2:24][C:25]1[CH:26]=[CH:27][CH:28]=[CH:29][CH:30]=1. Procedure: To a flask containing 27A (1.6 g, 7.99 mmol), DIEA (2.088 ml, 11.99 mmol) in DMF (10 ml), was added N-(benzyloxycarbonyloxy) succinimide (2.19 g, 8.79 mmol). The mixture was stirred at rt for 1 h. The reaction was quenched with H2O and then extracted with EtOAc (3×). The organic layer was washed with brine, dried over Na2SO4 and concentrated. The crude was purified by flash column chromatography (0-60% EtOAc/hexanes) to give 27B (1.8 g, 5.38 mmol, 67.4% yield). MS (ESI) m/z: 335.2 (M+H)+. Reaction SMILES: [CH:1]([C:3]1[CH2:4][S:5][C@@H:6]2[CH:26]([NH:27][C:28](=[O:35])[CH2:29][C:30]3[S:31][CH:32]=[CH:33][CH:34]=3)[C:25](=[O:36])[N:7]2[C:8]=1[C:9]([O:11][CH:12]([C:19]1[CH:24]=[CH:23][CH:22]=[CH:21][CH:20]=1)[C:13]1[CH:18]=[CH:17][CH:16]=[CH:15][CH:14]=1)=[O:10])=O.[C:37]([NH:40][NH2:41])(=[O:39])[CH3:38].Cl>O1CCCC1.O>[C:37]([NH:40][N:41]=[CH:1][C:3]1[CH2:4][S:5][C@@H:6]2[CH:26]([NH:27][C:28](=[O:35])[CH2:29][C:30]3[S:31][CH:32]=[CH:33][CH:34]=3)[C:25](=[O:36])[N:7]2[C:8]=1[C:9]([O:11][CH:12]([C:19]1[CH:24]=[CH:23][CH:22]=[CH:21][CH:20]=1)[C:13]1[CH:14]=[CH:15][CH:16]=[CH:17][CH:18]=1)=[O:10])(=[O:39])[CH3:38]. Yield: 87.6%. Reactants: C(=O)C=1CS[C@H]2N(C1C(=O)OC(C1=CC=CC=C1)C1=CC=CC=C1)C(C2NC(CC=2SC=CC2)=O)=O (diphenylmethyl 3-formyl-7-(2-thienylacetamido)-3-cephem-4-carboxylate), C(C)(=O)NN (acetylhydrazine), Cl (hydrochloric acid). Procedure details: In a procedure similar to that described in Example I-3, diphenylmethyl 3-formyl-7-(2-thienylacetamido)-3-cephem-4-carboxylate (104 mg) and acetylhydrazine (30 mg) are left to react in a mixture of tetrahydrofuran (8 ml) and water (1.51 ml) in the presence of hydrochloric acid (2 equivalents) at room temperature overnight to give diphenylmethyl 3-(2-acetylhydrazono)methyl-7-(2-thienylacetamido)-3-cephem-4-carboxylate (101 mg). m.p. 130-138° C. Yield: 88%. IR: νmaxNujol 3250, 1782, 1715, 1670, 15... The product is C(C)(=O)NN=CC=1CS[C@H]2N(C1C(=O)OC(C1=CC=CC=C1)C1=CC=CC=C1)C(C2NC(CC=2SC=CC2)=O)=O (diphenylmethyl 3-(2-acetylhydrazono)methyl-7-(2-thienylacetamido)-3-cephem-4-carboxylate). Run in O1CCCC1 (tetrahydrofuran), O (water). As a reaction SMILES: [Br:1][c:2]1[cH:3][c:4]([NH:8][c:9]2[c:10]3[c:11]([n:12][cH:13][n:14]2)[s:15][c:16]2[c:17]3[CH2:18][CH2:19][CH:20]([CH2:22][CH2:23][OH:24])[CH2:21]2)[cH:5][cH:6][cH:7]1.[C:44]([Br:45])([Br:46])([Br:47])[Br:48].[CH2:49]1[O:50][CH2:51][CH2:52][CH2:53]1.[c:25]1([P:26]([c:27]2[cH:28][cH:29][cH:30][cH:31][cH:32]2)[c:33]2[cH:34][cH:35][cH:36][cH:37][cH:38]2)[cH:39][cH:40][cH:41][cH:42][cH:43]1>>[Br:1][c:2]1[cH:3][c:4]([NH:8][c:9]2[c:10]3[c:11]([n:12][cH:13][n:14]2)[s:15][c:16]2[c:17]3[CH2:18][CH2:19][CH:20]([CH2:22][CH2:23][Br:45])[CH2:21]2)[cH:5][cH:6][cH:7]1. The reactants are OCCC1CCc2c(sc3ncnc(Nc4cccc(Br)c4)c23)C1, BrC(Br)(Br)Br, C1CCOC1, c1ccc(P(c2ccccc2)c2ccccc2)cc1. Yields the product BrCCC1CCc2c(sc3ncnc(Nc4cccc(Br)c4)c23)C1. As a reaction SMILES: [CH2:1]([O:4][N:5]=[C:6]([C:10]1[N:14]=[C:13]([NH2:15])[S:12][N:11]=1)[C:7]([OH:9])=[O:8])[CH:2]=[CH2:3].[C:16]1([C:22]([C:25]2[CH:30]=[CH:29][CH:28]=[CH:27][CH:26]=2)=[N+]=[N-])[CH:21]=[CH:20][CH:19]=[CH:18][CH:17]=1>O1CCCC1>[CH2:1]([O:4][N:5]=[C:6]([C:10]1[N:14]=[C:13]([NH2:15])[S:12][N:11]=1)[C:7]([O:9][CH:22]([C:16]1[CH:21]=[CH:20][CH:19]=[CH:18][CH:17]=1)[C:25]1[CH:30]=[CH:29][CH:28]=[CH:27][CH:26]=1)=[O:8])[CH:2]=[CH2:3]. Product: C(C=C)ON=C(C(=O)OC(C1=CC=CC=C1)C1=CC=CC=C1)C1=NSC(=N1)N (diphenylmethyl 2-allyloxyimino-2-(5-amino-1,2,4-thiadiazol-3-yl)acetate). The reactants are C(C=C)ON=C(C(=O)O)C1=NSC(=N1)N (2-allyloxyimino-2-(5-amino-1,2,4-thiadiazol-3-yl)acetic acid), C1(=CC=CC=C1)C(=[N+]=[N-])C1=CC=CC=C1 (diphenyldiazomethane). Conditions: time 8 hour. The solvent is O1CCCC1 (tetrahydrofuran). Isolated yield 31.3%. Reported procedure: To a solution of 2-allyloxyimino-2-(5-amino-1,2,4-thiadiazol-3-yl)acetic acid (syn isomer) (10 g) in tetrahydrofuran (230 ml) was added portionwise diphenyldiazomethane (12.76 g) under cooling in an ice bath and stirring and the mixture was stirred for 2 hours at room temperature. The resulting mixture was concentrated under reduced pressure until an crystallization began and stood overnight at room temperature. The precipitates were collected by filtration, washed with ethyl acetate and dried t... The reactants are CC(C)(C)c1cccc(NC(=O)C2CCc3ccc(Oc4ccnc(N=C=O)c4)cc3C2)c1, C1CCOC1, CC1(C)OCC(CO)O1, c1ccncc1. Yields the product CC1(C)OCC(COC(=O)Nc2cc(Oc3ccc4c(c3)CC(C(=O)Nc3cccc(C(C)(C)C)c3)CC4)ccn2)O1. Reaction SMILES: [C:1]([CH3:2])([CH3:3])([CH3:4])[c:5]1[cH:6][c:7]([NH:11][C:12](=[O:13])[CH:14]2[CH2:15][c:16]3[cH:17][c:18]([O:24][c:25]4[cH:26][c:27]([N:31]=[C:32]=[O:33])[n:28][cH:29][cH:30]4)[cH:19][cH:20][c:21]3[CH2:22][CH2:23]2)[cH:8][cH:9][cH:10]1.[CH2:49]1[O:50][CH2:51][CH2:52][CH2:53]1.[CH3:34][C:35]1([CH3:42])[O:36][CH2:37][CH:38]([CH2:40][OH:41])[O:39]1.[cH:43]1[cH:44][cH:45][n:46][cH:47][cH:48]1>>[C:1]([CH3:2])([CH3:3])([CH3:4])[c:5]1[cH:6][c:7]([NH:11][C:12](=[O:13])[CH:14]2[CH2:15][c:16]3[cH:17][c:18]([O:24][c:25]4[cH:26][c:27]([NH:31][C:32](=[O:33])[O:41][CH2:40][CH:38]5[CH2:37][O:36][C:35]([CH3:34])([CH3:42])[O:39]5)[n:28][cH:29][cH:30]4)[cH:19][cH:20][c:21]3[CH2:22][CH2:23]2)[cH:8][cH:9][cH:10]1. Starting materials: CC(=O)O, CCOC(C)=O, CC(=O)[O-], CC=O, [Na+], [Na+], [Na+], O, O=C1CCN1, O, O, O, Cl[Ru](Cl)Cl, O=S([O-])[O-]. The product is CC(=O)OC1CC(=O)N1. Reaction SMILES: [CH3:28][C:29](=[O:30])[OH:31].[CH3:32][CH2:33][O:34][C:35](=[O:36])[CH3:37].[CH3:7][C:8]([O-:9])=[O:10].[CH:12](=[O:13])[CH3:14].[Na+:19].[Na+:20].[Na+:6].[O:11].[O:1]=[C:2]1[CH2:3][CH2:4][NH:5]1.[OH2:21].[OH2:22].[OH2:23].[Ru:24]([Cl:25])([Cl:26])[Cl:27].[S:15]([O-:16])([O-:17])=[O:18]>>[O:1]=[C:2]1[CH2:3][CH:4]([O:10][C:8]([CH3:7])=[O:9])[NH:5]1. As a reaction SMILES: [N:1]1[CH:6]=[CH:5][C:4]([C:7]([NH:9][C:10]2[CH:25]=[CH:24][CH:23]=[CH:22][C:11]=2[C:12]([NH:14][C:15]2[CH:20]=[CH:19][C:18]([Cl:21])=[CH:17][CH:16]=2)=[O:13])=[O:8])=[CH:3][CH:2]=1.[CH2:26]([Br:33])[C:27]1[CH:32]=[CH:31][CH:30]=[CH:29][CH:28]=1>>[Br-:33].[CH2:26]([N+:1]1[CH:6]=[CH:5][C:4]([C:7]([NH:9][C:10]2[CH:25]=[CH:24][CH:23]=[CH:22][C:11]=2[C:12]([NH:14][C:15]2[CH:20]=[CH:19][C:18]([Cl:21])=[CH:17][CH:16]=2)=[O:13])=[O:8])=[CH:3][CH:2]=1)[C:27]1[CH:32]=[CH:31][CH:30]=[CH:29][CH:28]=1 |f:2.3|. Procedure: Using the procedure described in Example 26, Part B, 2-(4-pyridinecarbonyl)amino-N-(4-chlorophenyl)benzamide (500 mg, 1.42 mmol) and benzyl bromide (0.25 mL, 2.13 mmol) yielded 538 mg (73%) of the title compound. Starting materials: N1=CC=C(C=C1)C(=O)NC1=C(C(=O)NC2=CC=C(C=C2)Cl)C=CC=C1 (2-(4-pyridinecarbonyl)amino-N-(4-chlorophenyl)benzamide), C(C1=CC=CC=C1)Br (benzyl bromide). Yields the product [Br-].C(C1=CC=CC=C1)[N+]1=CC=C(C=C1)C(=O)NC1=C(C(=O)NC2=CC=C(C=C2)Cl)C=CC=C1 (2-[[(1-Benzylpyridinium-4-yl)carbonyl]amino]-N-(4-chlorophenyl)benzamide Bromide). Isolated yield 72.5%. Isolated yield 50.1%. As a reaction SMILES: [O:1]1[CH:3]([CH2:4][CH:5]=[C:6]([CH3:8])[CH3:7])[C:2]1([CH:10]1[CH:15]([O:16][CH3:17])[CH:14]([OH:18])[CH2:13][CH2:12][C:11]1([CH2:20][S:21][CH3:22])[OH:19])[CH3:9].[Br:23][C:24]1[CH:31]=[CH:30][C:27]([CH2:28]Br)=[CH:26][CH:25]=1>C(Cl)(Cl)Cl.[Ag]Br>[Br-:23].[Br:23][C:24]1[CH:31]=[CH:30][C:27]([CH2:28][CH2:22][SH+:21][CH2:20][C:11]2([OH:19])[CH2:12][CH2:13][CH:14]([OH:18])[CH:15]([O:16][CH3:17])[CH:10]2[C:2]2([CH3:9])[O:1][CH:3]2[CH2:4][CH:5]=[C:6]([CH3:7])[CH3:8])=[CH:26][CH:25]=1 |f:4.5|. The product is [Br-].BrC1=CC=C(CC[SH+]CC2(C(C(C(CC2)O)OC)C2(C(CC=C(C)C)O2)C)O)C=C1 (1-(4-bromobenzyl)methylsulfoniomethyl-2-(1,2-epoxy- 1,5-dimethyl-4-hexenyl)-3-methoxy-1,4cyclohexanediol bromide). Run in C(Cl)(Cl)Cl (chloroform). Procedure details: In chloroform (0.5 ml) were dissolved 2-(1,2-epoxy-1,5-dimethyl-4-hexenyl)-3-methoxy-1-methylthiomethyl-1,4-cyclohexanediol (200 mg) and 4-bromobenzyl bromide (756 mg). To the solution was added silver bromide (11.4 mg), and the mixture was stirred for 28 hours. Insolubles were filtered off, and the solvent was distilled off. The residue was pulverized by the addition of ether. The resulting powder was dissolved in methanol (2 ml). Insolubles were filtered off, then the solvent was distilled off... Run at time 28 hour. Reagents/catalysts: [Ag]Br (silver bromide). The reactants are O1C(C1CC=C(C)C)(C)C1C(CCC(C1OC)O)(O)CSC (2-(1,2-epoxy-1,5-dimethyl-4-hexenyl)-3-methoxy-1-methylthiomethyl-1,4-cyclohexanediol), BrC1=CC=C(CBr)C=C1 (4-bromobenzyl bromide). Reactants: C(C)(C)(C)OC(=O)N1CCN(CC1)C=1C=NC(=CC1)NC=1N=CC2=C(N1)N(C(C(=C2)NC(=O)OC(C)(C)C)=O)C2CCCC2 (4-[6-(6-tert-Butoxycarbonylamino-8-cyclopentyl-7-oxo-7,8-dihydro-pyrido[2,3-d]pyrimidin-2-ylamino)-pyridin-3-yl]-piperazine-1-carboxylic acid tert-butyl ester), C(Cl)(Cl)Cl.CO (chloroform methanol). Run at time 18 hour. Product: Cl.NC1=CC2=C(N=C(N=C2)NC2=NC=C(C=C2)N2CCNCC2)N(C1=O)C1CCCC1 (6-amino-8-cyclopentyl-2-(5-piperazin-1-yl-pyridin-2-ylamino)-8H-pyrido[2,3-d]pyrimidin-7-one hydrochloride). Yield: 100.0%. RXN SMILES: C(OC([N:8]1[CH2:13][CH2:12][N:11]([C:14]2[CH:15]=[N:16][C:17]([NH:20][C:21]3[N:22]=[CH:23][C:24]4[CH:30]=[C:29]([NH:31]C(OC(C)(C)C)=O)[C:28](=[O:39])[N:27]([CH:40]5[CH2:44][CH2:43][CH2:42][CH2:41]5)[C:25]=4[N:26]=3)=[CH:18][CH:19]=2)[CH2:10][CH2:9]1)=O)(C)(C)C.C(Cl)(Cl)[Cl:46].CO>>[ClH:46].[NH2:31][C:29]1[C:28](=[O:39])[N:27]([CH:40]2[CH2:44][CH2:43][CH2:42][CH2:41]2)[C:25]2[N:26]=[C:21]([NH:20][C:17]3[CH:18]=[CH:19][C:14]([N:11]4[CH2:12][CH2:13][NH:8][CH2:9][CH2:10]4)=[CH:15][N:16]=3)[N:22]=[CH:23][C:24]=2[CH:30]=1 |f:1.2,3.4|. Reported procedure: 4-[6-(6-tert-Butoxycarbonylamino-8-cyclopentyl-7-oxo-7,8-dihydro-pyrido[2,3-d]pyrimidin-2-ylamino)-pyridin-3-yl]-piperazine-1-carboxylic acid tert-butyl ester (0.31 g, 0.511 mmol) prepared as in Example 10, was added to 1:1 chloroform/methanol (20 ml) and the mixture was purged with anhydrous hydrogen chloride gas then stirred at room temperature for 18 hours. The resulting solid was collected by filtration, washed with diethyl ether, and dried in vacuo to provide 6-amino-8-cyclopentyl-2-(5-pipe...